Dataset: the Open Reaction Database (ORD), a public repository of structured organic reaction records. Task: describe an organic reaction: reactants, conditions, products, and yield The reactants are COC(CSC1=CC=C(C=C1)O)OC (4-((2,2-dimethoxyethyl)thio)phenol), [H-].[Na+] (sodium hydride), BrCCCCCCCC (1-bromooctane). Product: COC(CSC1=CC=C(C=C1)OCCCCCCCC)OC (1-((2,2-dimethoxyethyl)thio)-4-(octyloxy)benzene). The yield is 87.0%. RXN SMILES: [CH3:1][O:2][CH:3]([O:13][CH3:14])[CH2:4][S:5][C:6]1[CH:11]=[CH:10][C:9]([OH:12])=[CH:8][CH:7]=1.[H-].[Na+].Br[CH2:18][CH2:19][CH2:20][CH2:21][CH2:22][CH2:23][CH2:24][CH3:25]>>[CH3:14][O:13][CH:3]([O:2][CH3:1])[CH2:4][S:5][C:6]1[CH:11]=[CH:10][C:9]([O:12][CH2:18][CH2:19][CH2:20][CH2:21][CH2:22][CH2:23][CH2:24][CH3:25])=[CH:8][CH:7]=1 |f:1.2|. Reported procedure: This phenol is alkylated again by the same method, but using sodium hydride and 1-bromooctane, to provide 1-((2,2-dimethoxyethyl)thio)-4-(octyloxy)benzene as a colorless oil after chromatography (87% yield). By the method of example 2, this is converted into the title compound, obtained as a pale yellow solid, mp 70°-72° after recrystallization from hexane-dichloromethane. Reactants: CC(C)(O)Cn1cnc2cnc3ccccc3c21, CC(=O)O, OO. The product is CC(C)(O)Cn1cnc2c[n+]([O-])c3ccccc3c21. RXN SMILES: [CH3:1][C:2]([CH2:3][n:4]1[cH:5][n:6][c:7]2[cH:8][n:9][c:10]3[cH:11][cH:12][cH:13][cH:14][c:15]3[c:16]12)([OH:17])[CH3:18].[CH3:21][C:22](=[O:23])[OH:24].[OH:19][OH:20]>>[CH3:1][C:2]([CH2:3][n:4]1[cH:5][n:6][c:7]2[cH:8][n+:9]([O-:19])[c:10]3[cH:11][cH:12][cH:13][cH:14][c:15]3[c:16]12)([OH:17])[CH3:18]. Reactants: FC1=CC=C(C=C1)C1=NNC(=C1)CCO (2-[3-(4-fluorophenyl)-1H-pyrazol-5-yl]ethanol), C1CC(=O)N(C1=O)I (NIS). Solvent: CN(C)C=O (DMF). The product is FC1=CC=C(C=C1)C1=NNC(=C1I)CCO (2-[3-(4-Fluorophenyl)-4-iodo-1H-pyrazol-5-yl]ethanol). The yield is 89.0%. Reaction SMILES: [F:1][C:2]1[CH:7]=[CH:6][C:5]([C:8]2[CH:12]=[C:11]([CH2:13][CH2:14][OH:15])[NH:10][N:9]=2)=[CH:4][CH:3]=1.C1C(=O)N([I:23])C(=O)C1>CN(C=O)C>[F:1][C:2]1[CH:3]=[CH:4][C:5]([C:8]2[C:12]([I:23])=[C:11]([CH2:13][CH2:14][OH:15])[NH:10][N:9]=2)=[CH:6][CH:7]=1. Reported procedure: Analogously to Process step [11], 2-[3-(4-fluorophenyl)-1H-pyrazol-5-yl]ethanol can be reacted with 1.1 eq. of NIS in DMF. In a yield of 89%, the desired product is obtained as a mixture of isomers: log P(HCOOH): 1.99; 1H-NMR (DMSO-d6): 13.29 & 13.19 (s, 1H) 7.78 & 7.69 (dd, 2H), 7.38 & 7.28 (dd, 2H), 4.92 & 4.72 (t, 1H), 3.62 (m, 2H), 2.79 & 2.73 (t, 2H). Reactants: C(C#CC)O (2-Butyn-1-ol), C(C1=CC=CC=C1)(=O)Cl (benzoyl chloride), NCC#N (aminoacetonitrile), BrBr (Bromine), C(C1=CC=CC=C1)(=O)NCC#N (benzoylaminoacetonitrile), BrBr (bromine). Run in C(C)(=O)OCC (ethyl acetate), C(C)N(CC)CC (triethylamine), C(C)(=O)OCC (ethyl acetate), C(C)(=O)OCC (ethyl acetate). Conditions: time 30 minute. Product: C(C1=CC=CC=C1)(=O)NCC#N (Benzoylaminoacetonitrile), C(C1=CC=CC=C1)(=O)NC(C#N)OCC#CC (alpha-benzoylamino-(2-butynyloxy)acetonitrile). RXN SMILES: [C:1](Cl)(=[O:8])[C:2]1C=CC=[CH:4][CH:3]=1.NCC#N.BrBr.[C:16]([NH:24][CH2:25][C:26]#[N:27])(=[O:23])[C:17]1[CH:22]=[CH:21][CH:20]=[CH:19][CH:18]=1.C(O)C#CC>C(OCC)(=O)C.C(N(CC)CC)C>[C:16]([NH:24][CH2:25][C:26]#[N:27])(=[O:23])[C:17]1[CH:22]=[CH:21][CH:20]=[CH:19][CH:18]=1.[C:16]([NH:24][CH:25]([O:8][CH2:1][C:2]#[C:3][CH3:4])[C:26]#[N:27])(=[O:23])[C:17]1[CH:22]=[CH:21][CH:20]=[CH:19][CH:18]=1. Reported procedure: Benzoylaminoacetonitrile was synthesized in a conventional manner from benzoyl chloride and aminoacetonitrile. Bromine (40 g) was added at a time to a solution of 4.0 g of the benzoylaminoacetonitrile in 200 ml of ethyl acetate at room temperature. When the color of bromine in the reaction solution disappeared, the reaction solution was cooled to 0° to 5° C. 2-Butyn-1-ol (2.1 g) and 5.6 g of triethylamine were dissolved in 10 ml of ethyl acetate, and the solution was added dropwise to the ethyl ... The reactants are [BH4-], CO, CCN(C(C)C)C(C)C, COC(OC)OC, CC(C)C=O, Cl, NC1CCCN(c2c(Br)cnc3[nH]cc(NC(=O)c4cccnc4)c23)C1, [Na+], O. The product is Cl, CC(C)CNC1CCCN(c2c(Br)cnc3[nH]cc(NC(=O)c4cccnc4)c23)C1. As a reaction SMILES: [BH4-:49].[CH3:51][OH:52].[CH:28]([N:29]([CH2:30][CH3:31])[CH:32]([CH3:33])[CH3:34])([CH3:35])[CH3:36].[CH:37]([O:38][CH3:39])([O:40][CH3:41])[O:42][CH3:43].[CH:44]([CH:45]([CH3:46])[CH3:47])=[O:48].[ClH:1].[NH2:2][CH:3]1[CH2:4][N:5]([c:9]2[c:10]3[c:11]([n:12][cH:13][c:14]2[Br:15])[nH:16][cH:17][c:18]3[NH:19][C:20]([c:21]2[cH:22][n:23][cH:24][cH:25][cH:26]2)=[O:27])[CH2:6][CH2:7][CH2:8]1.[Na+:50].[OH2:53]>>[ClH:1].[NH:2]([CH:3]1[CH2:4][N:5]([c:9]2[c:10]3[c:11]([n:12][cH:13][c:14]2[Br:15])[nH:16][cH:17][c:18]3[NH:19][C:20]([c:21]2[cH:22][n:23][cH:24][cH:25][cH:26]2)=[O:27])[CH2:6][CH2:7][CH2:8]1)[CH2:44][CH:45]([CH3:46])[CH3:47]. Starting materials: CCOCc1cc(NCCN2CCCC2)c(C)c(NCc2ccccc2)c1, CO, Cl. Product: Cl, CCOCc1cc(N)c(C)c(NCCN2CCCC2)c1. As a reaction SMILES: [CH2:1]([c:2]1[cH:3][cH:4][cH:5][cH:6][cH:7]1)[NH:8][c:9]1[c:10]([CH3:27])[c:11]([NH:19][CH2:20][CH2:21][N:22]2[CH2:23][CH2:24][CH2:25][CH2:26]2)[cH:12][c:13]([CH2:15][O:16][CH2:17][CH3:18])[cH:14]1.[CH3:29][OH:30].[ClH:28]>>[ClH:28].[NH2:8][c:9]1[c:10]([CH3:27])[c:11]([NH:19][CH2:20][CH2:21][N:22]2[CH2:23][CH2:24][CH2:25][CH2:26]2)[cH:12][c:13]([CH2:15][O:16][CH2:17][CH3:18])[cH:14]1.